Dataset: the Open Reaction Database (ORD), a public repository of structured organic reaction records. Task: describe an organic reaction: reactants, conditions, products, and yield The reactants are C(C)(C)(C)OC(NCC#CC1=C(C=C(C=C1)Cl)C(N(C)OC)=O)=O (3-(4-chloro-2-(methoxy(methyl)carbamoyl)phenyl)prop-2-ynylcarbamic acid tert-butyl ester), BrC1=NC=CC=C1F (2-bromo-3-fluoropyridine). Yields the product ClC1=CC(=C(C=C1)C#CCNC(OC(C)(C)C)=O)C(C1=NC=CC=C1F)=O (tert-Butyl 3-(4-chloro-2-(3-fluoropicolinoyl)phenyl)prop-2-ynylcarbamate). Yield: 45.0%. RXN SMILES: [C:1]([O:5][C:6](=[O:24])[NH:7][CH2:8][C:9]#[C:10][C:11]1[CH:16]=[CH:15][C:14]([Cl:17])=[CH:13][C:12]=1[C:18](=[O:23])N(OC)C)([CH3:4])([CH3:3])[CH3:2].Br[C:26]1[C:31]([F:32])=[CH:30][CH:29]=[CH:28][N:27]=1>>[Cl:17][C:14]1[CH:15]=[CH:16][C:11]([C:10]#[C:9][CH2:8][NH:7][C:6](=[O:24])[O:5][C:1]([CH3:2])([CH3:3])[CH3:4])=[C:12]([C:18](=[O:23])[C:26]2[C:31]([F:32])=[CH:30][CH:29]=[CH:28][N:27]=2)[CH:13]=1. Reported procedure: In a manner similar to that described above for compound 3al, 3-(4-chloro-2-(methoxy(methyl)carbamoyl)phenyl)prop-2-ynylcarbamic acid tert-butyl ester and 2-bromo-3-fluoropyridine were converted to 3 am (45% yield): MS m/z=389 (M+H). The solvent is CCO (EtOH), O (water), O (water). Product: FC=1C=C(C=CC1OC)C1C(C1)CC(=O)O ([2-(3-fluoro-4-methoxy-phenyl)-cyclopropyl]-acetic acid). Reactants: FC=1C=C(C=CC1OC)C1C(C1)CC=O ([2-(3-fluoro-4-methoxy-phenyl)-cyclopropyl]-acetaldehyde), [OH-].[Na+] (NaOH). The reagents and catalysts are [N+](=O)([O-])[O-].[Ag+] (AgNO3). Run at time 3 hour. The yield is 79.6%. As a reaction SMILES: [F:1][C:2]1[CH:3]=[C:4]([CH:10]2[CH2:12][CH:11]2[CH2:13][CH:14]=[O:15])[CH:5]=[CH:6][C:7]=1[O:8][CH3:9].[OH-:16].[Na+]>CCO.O.[N+]([O-])([O-])=O.[Ag+]>[F:1][C:2]1[CH:3]=[C:4]([CH:10]2[CH2:12][CH:11]2[CH2:13][C:14]([OH:16])=[O:15])[CH:5]=[CH:6][C:7]=1[O:8][CH3:9] |f:1.2,5.6|. Procedure details: [2-(3-Fluoro-4-methoxy-phenyl)-cyclopropyl]-acetaldehyde (0.088 g, 0.42 mmol) obtained in Step C was dissolved in EtOH (2 mL). AgNO3(0.143 g, 0.84 mmol) dissolved in water (0.26 mL) and NaOH (0.067 g, 1.69 mmol) dissolved in water (0.26 mL) was added thereto in turn, and the mixture was stirred for 3 hours. After the termination of the reaction, the reactant was filtered by using celite to remove solid material, and 1N HCl aqueous solution was added to adjust the pH of the solution to 2. The org...